Dataset: the Open Reaction Database (ORD), a public repository of structured organic reaction records. Task: describe an organic reaction: reactants, conditions, products, and yield Reactants: C=CCC1(C(=O)OC(C)(C)C)CC(=O)N(C(C)c2ccccc2)C1, CO, O=[O+][O-]. Product: CC(c1ccccc1)N1CC(CC=O)(C(=O)OC(C)(C)C)CC1=O. Reaction SMILES: [C:1]([CH3:2])([CH3:3])([CH3:4])[O:5][C:6](=[O:7])[C:8]1([CH2:22][CH:23]=[CH2:24])[CH2:9][N:10]([CH:14]([CH3:15])[c:16]2[cH:17][cH:18][cH:19][cH:20][cH:21]2)[C:11](=[O:13])[CH2:12]1.[CH3:28][OH:29].[O-:25][O+:26]=[O:27]>>[C:1]([CH3:2])([CH3:3])([CH3:4])[O:5][C:6](=[O:7])[C:8]1([CH2:22][CH:23]=[O:25])[CH2:9][N:10]([CH:14]([CH3:15])[c:16]2[cH:17][cH:18][cH:19][cH:20][cH:21]2)[C:11](=[O:13])[CH2:12]1. The reactants are CS(C)=O, Cc1ccc(F)cc1[N+](=O)[O-], [K+], [K+], O=C([O-])[O-], Sc1ccccc1. The product is Cc1ccc(Sc2ccccc2)cc1[N+](=O)[O-]. As a reaction SMILES: [CH3:25][S:26]([CH3:27])=[O:28].[F:1][c:2]1[cH:3][c:4]([N+:9](=[O:10])[O-:11])[c:5]([CH3:8])[cH:6][cH:7]1.[K+:19].[K+:20].[O-:21][C:22]([O-:23])=[O:24].[SH:12][c:13]1[cH:14][cH:15][cH:16][cH:17][cH:18]1>>[c:2]1([S:12][c:13]2[cH:14][cH:15][cH:16][cH:17][cH:18]2)[cH:3][c:4]([N+:9](=[O:10])[O-:11])[c:5]([CH3:8])[cH:6][cH:7]1.